Dataset: the Open Reaction Database (ORD), a public repository of structured organic reaction records. Task: describe an organic reaction: reactants, conditions, products, and yield The reactants are CS(C)=O, NCCCN1CC(Cc2ccc(Cl)cc2)C1, CCc1nnc(NC(=O)Oc2ccccc2)s1. The product is CCc1nnc(NC(=O)NCCCN2CC(Cc3ccc(Cl)cc3)C2)s1. As a reaction SMILES: [CH3:34][S:35]([CH3:36])=[O:37].[Cl:1][c:2]1[cH:3][cH:4][c:5]([CH2:6][CH:7]2[CH2:8][N:9]([CH2:11][CH2:12][CH2:13][NH2:14])[CH2:10]2)[cH:15][cH:16]1.[c:17]1([O:23][C:24](=[O:18])[NH:25][c:26]2[s:27][c:28]([CH2:31][CH3:32])[n:29][n:30]2)[cH:19][cH:20][cH:21][cH:22][cH:33]1>>[Cl:1][c:2]1[cH:3][cH:4][c:5]([CH2:6][CH:7]2[CH2:8][N:9]([CH2:11][CH2:12][CH2:13][NH:14][C:24](=[O:23])[NH:25][c:26]3[s:27][c:28]([CH2:31][CH3:32])[n:29][n:30]3)[CH2:10]2)[cH:15][cH:16]1. The reactants are C(C)(=O)[O-].[Na+] (sodium acetate), CC1=CC=C(C=C1)C1=C(OC=C1)C=O (3-(4-methylphenyl)furane-2-carbaldehyde), Cl.NO (hydroxylamine hydrochloride), C(C)(=O)[O-].[Na+] (sodium acetate). Run in C(C)(=O)OC(C)=O (acetic anhydride), C(C)O (ethanol). Conditions: temperature 65 celsius. Yields the product CC1=CC=C(C=C1)C1=C(OC=C1)C#N (3-(4-methylphenyl)furane-2-carbonitrile). Isolated yield 89.8%. Reaction SMILES: [CH3:1][C:2]1[CH:7]=[CH:6][C:5]([C:8]2[CH:12]=[CH:11][O:10][C:9]=2[CH:13]=O)=[CH:4][CH:3]=1.Cl.[NH2:16]O.C([O-])(=O)C.[Na+]>C(O)C.C(OC(=O)C)(=O)C>[CH3:1][C:2]1[CH:7]=[CH:6][C:5]([C:8]2[CH:12]=[CH:11][O:10][C:9]=2[C:13]#[N:16])=[CH:4][CH:3]=1 |f:1.2,3.4|. Procedure details: A mixture of 3-(4-methylphenyl)furane-2-carbaldehyde (1.0 g), hydroxylamine hydrochloride (560 mg), and sodium acetate (660 mg) in 60% aqueous ethanol (10 ml) was stirred for one and half hours at 65° C. The mixture was concentrated in vacuo. The residue was dissolved in a mixture of ethyl acetate and aqueous sodium bicarbonate solution. The organic layer was washed with brine, dried, and concentrated in vacuo to give a yellow solid. A mixture of the solid and sodium acetate (56 mg) in acetic an... The reactants are [H][H] (hydrogen), CC(C)=CCCC(C)=CC=O (citral). The reagents and catalysts are catalyst, catalyst. Run in CO (methanol). Yields the product CC(C)=CCC\C(\C)=C\CO.OC\C=C(/CCC=C(C)C)\C (geraniol nerol). Reaction SMILES: [H][H].[CH3:3][C:4](=[CH:6][CH2:7][CH2:8][C:9](=[CH:11][CH:12]=[O:13])[CH3:10])[CH3:5]>CO>[CH3:5][C:4](=[CH:6][CH2:7][CH2:8]/[C:9](=[CH:11]/[CH2:12][OH:13])/[CH3:10])[CH3:3].[OH:13][CH2:12]/[CH:11]=[C:9](/[CH3:10])\[CH2:8][CH2:7][CH:6]=[C:4]([CH3:5])[CH3:3] |f:3.4|. Reported procedure: Solid bed catalyst from Example 2 with recycle: 100 ml (41.1 g) of the catalyst were installed in the reactor and activated as per the general prescription. At a hydrogen pressure of 40 bar (24 l/h, s.t.p.), the addition rates were set as follows: citral (2, 60 g/h, purity 98%), methanol +10% TMA (3, 25.5 g/h), return flow (6, 240 g/h). At a reactor temperature of 75° C. and a conversion of 95.61% (reaction time: 713 h), a selectivity for geraniol/nerol of 95.22% was obtained (ratio of Ger/Ner: ... Starting materials: [Li+].CC(C)[N-]C(C)C (LDA), C1CCOC1.CCCCCC (THF hexane), Cl[Si](C)(C)C (chloro-trimethyl-silane), CC(C(C)=O)C (3-methyl-butan-2-one). Solvent: CCCCC (pentane). Product: C[Si](OC(C(C)C)=C)(C)C (Trimethyl-(2-methyl-1-methylene-propoxy)-silane). As a reaction SMILES: [Li+].CC([N-]C(C)C)C.C1COCC1.CCCCCC.Cl[Si:21]([CH3:24])([CH3:23])[CH3:22].[CH3:25][CH:26]([CH3:30])[C:27](=[O:29])[CH3:28]>CCCCC>[CH3:22][Si:21]([CH3:24])([CH3:23])[O:29][C:27](=[CH2:28])[CH:26]([CH3:30])[CH3:25] |f:0.1,2.3|. Procedure: To freshly prepared LDA-solution in THF/hexane (1.05 eq.) was added slowly at −78° C. chloro-trimethyl-silane 7.59 mL, 60 mmol, 1.2 eq.), followed by 3-methyl-butan-2-one 5.32 mL, 50 mmol). The reaction vessel was kept for 30 Min. at −78° C. and then allowed to reach RT. The reaction mixture was diluted with 200 mL of pentane and filtered. All volatile solvents were then evaporated from the filtrate and the residue distilled in vacuo (50 mbar, bp. 40-45° C.) to give 4.38 g of regioisomerically p... The reactants are O1C(=CC=C1)C(CC(C(F)(F)F)=O)=O (1-(2-furyl)-4,4,4-trifluorobutane-1,3-dione), C(C)(=O)[O-].[Na+] (sodium acetate), ClCCl (dichloromethane), Cl.ClC1=C(C=CC=C1)NN (2-Chlorophenylhydrazine hydrochloride). The solvent is C(C)(=O)O (acetic acid). Reaction conditions: temperature 60 celsius, time 15 minute. The product is ClC1=C(C=CC=C1)N1N=C(C=C1C=1OC=CC1)C(F)(F)F (1-(2-chlorophenyl)-5-(2-furanyl)-3-(trifluoromethyl)-1H-pyrazole). RXN SMILES: [O:1]1[CH:5]=[CH:4][CH:3]=[C:2]1[C:6](=O)[CH2:7][C:8](=O)[C:9]([F:12])([F:11])[F:10].C([O-])(=O)C.[Na+].Cl.[Cl:21][C:22]1[CH:27]=[CH:26][CH:25]=[CH:24][C:23]=1[NH:28][NH2:29].ClCCl>C(O)(=O)C>[Cl:21][C:22]1[CH:27]=[CH:26][CH:25]=[CH:24][C:23]=1[N:28]1[C:6]([C:2]2[O:1][CH:5]=[CH:4][CH:3]=2)=[CH:7][C:8]([C:9]([F:12])([F:11])[F:10])=[N:29]1 |f:1.2,3.4|. Procedure: To a solution of 1-(2-furyl)-4,4,4-trifluorobutane-1,3-dione (105 g, 0.51 mole) in glacial acetic acid (220 mL) was added sodium acetate (42 g 0.51 mole). The temperature rose to about 34° C. 2-Chlorophenylhydrazine hydrochloride (90 g, 0.5 mole) was added portionwise over a period of 10 minutes to give a creamy suspension. The mixture was warmed to about 60° C. for about 45 minutes. The bulk of the acetic acid was removed by stripping on a rotary evaporator at a bath temperature of 65° C. The r... Reactants: O=C1CN(CC(C1)=O)C(=O)OC(C)(C)C (1,1-dimethylethyl 3,5-dioxo-1-piperidinecarboxylate), O(C(=O)OC(C)(C)C)C(=O)OC(C)(C)C ((BOC)2O), COC(N(C)C)OC (N,N-dimethylformamide dimethyl acetal). Run in Heterocycles. Run at temperature 80 celsius, time 3 hour. Yields the product CN(C)C=C1C(CN(CC1=O)C(=O)OC(C)(C)C)=O (1,1-dimethylethyl 4-[(dimethylamino)methylene]-3,5-dioxo-1-piperidinecarboxylate). The yield is 99.0%. As a reaction SMILES: [O:1]=[C:2]1[CH2:7][C:6](=[O:8])[CH2:5][N:4]([C:9]([O:11][C:12]([CH3:15])([CH3:14])[CH3:13])=[O:10])[CH2:3]1.O(C(OC(C)(C)C)=O)C(OC(C)(C)C)=O.CO[CH:33](OC)[N:34]([CH3:36])[CH3:35]>>[CH3:33][N:34]([CH:36]=[C:7]1[C:6](=[O:8])[CH2:5][N:4]([C:9]([O:11][C:12]([CH3:15])([CH3:14])[CH3:13])=[O:10])[CH2:3][C:2]1=[O:1])[CH3:35]. Procedure details: 56.0 g (of 1,1-dimethylethyl 3,5-dioxo-1-piperidinecarboxylate having the empirical formula C10H15NO4 (prepared by a method similar to that described in Heterocycles, 22, 2769-2773, (1984), replacing methyl chloroformate with (BOC)2O, are prepared as a suspension. 55.5 ml of N,N-dimethylformamide dimethyl acetal at 95% are added at room temperature. The medium is stirred for half an hour at 80° C. and then for 3 hours at 50° C. The solvent is evaporated off under reduced pressure. 79 g of 1,1-di...